Dataset: the Open Reaction Database (ORD), a public repository of structured organic reaction records. Task: describe an organic reaction: reactants, conditions, products, and yield The reactants are N1(N=NC=C1)C=1C=C(C=CC1)CO ((3-(1H-1,2,3-triazol-1-yl)phenyl)methanol). Reagents/catalysts: O=[Mn]=O (MnO2). The solvent is C(Cl)Cl (DCM). Run at time 2 hour. Product: N1(N=NC=C1)C=1C=C(C=O)C=CC1 (3-(1H-1,2,3-triazol-1-yl)benzaldehyde). Reaction SMILES: [N:1]1([C:6]2[CH:7]=[C:8]([CH2:12][OH:13])[CH:9]=[CH:10][CH:11]=2)[CH:5]=[CH:4][N:3]=[N:2]1>C(Cl)Cl.O=[Mn]=O>[N:1]1([C:6]2[CH:7]=[C:8]([CH:9]=[CH:10][CH:11]=2)[CH:12]=[O:13])[CH:5]=[CH:4][N:3]=[N:2]1. Procedure: A solution of (3-(1H-1,2,3-triazol-1-yl)phenyl)methanol (55 mg; 0.31 mmol) in anh. DCM (1 ml) was treated with MnO2 (411 mg; 4.73 mmol), and the resulting mixture was stirred at rt, under nitrogen, for 2 h. The resulting reaction mixture was then filtered over celite, and the separated solids were washed with DCM. The filtrate was concentrated to dryness under reduced pressure giving 3-(1H-1,2,3-triazol-1-yl)benzaldehyde as a colorless solid. LC-MS (conditions A): tR=0.45 min.; [M+H]+: 174.09 g/...